From a dataset of the Open Reaction Database (ORD), a public repository of structured organic reaction records. describe an organic reaction: reactants, conditions, products, and yield Reactants: COC(=O)c1cc(Cl)ccc1CBr, CCOC(C)=O, Cc1ccccc1, CCCCCC, [K+], [K+], NCc1ccccc1, O=C([O-])[O-]. The product is O=C1c2cc(Cl)ccc2CN1Cc1ccccc1. RXN SMILES: [CH3:1][O:2][C:3]([c:4]1[c:5]([CH2:11][Br:12])[cH:6][cH:7][c:8]([Cl:10])[cH:9]1)=[O:13].[CH3:28][CH2:29][O:30][C:31](=[O:32])[CH3:33].[CH3:34][c:35]1[cH:36][cH:37][cH:38][cH:39][cH:40]1.[CH3:41][CH2:42][CH2:43][CH2:44][CH2:45][CH3:46].[K+:22].[K+:23].[NH2:14][CH2:15][c:16]1[cH:17][cH:18][cH:19][cH:20][cH:21]1.[O-:24][C:25]([O-:26])=[O:27]>>[C:3]1(=[O:13])[c:4]2[c:5]([cH:6][cH:7][c:8]([Cl:10])[cH:9]2)[CH2:11][N:14]1[CH2:15][c:16]1[cH:17][cH:18][cH:19][cH:20][cH:21]1. The reactants are CCOC(=O)C(C)c1ccc(B2OC(C)(C)C(C)(C)O2)cc1, Cc1noc(-c2ccc(Br)cc2)c1NC(=O)OC(C)c1ccccc1Cl. Product: CCOC(=O)C(C)c1ccc(-c2ccc(-c3onc(C)c3NC(=O)OC(C)c3ccccc3Cl)cc2)cc1. RXN SMILES: [CH2:27]([CH3:28])[O:29][C:30]([CH:31]([CH3:32])[c:33]1[cH:34][cH:35][c:36]([B:39]2[O:40][C:41]([CH3:42])([CH3:43])[C:44]([CH3:45])([CH3:46])[O:47]2)[cH:37][cH:38]1)=[O:48].[Cl:1][c:2]1[c:3]([CH:8]([CH3:9])[O:10][C:11]([NH:12][c:13]2[c:14]([CH3:25])[n:15][o:16][c:17]2-[c:18]2[cH:19][cH:20][c:21]([Br:24])[cH:22][cH:23]2)=[O:26])[cH:4][cH:5][cH:6][cH:7]1>>[Cl:1][c:2]1[c:3]([CH:8]([CH3:9])[O:10][C:11]([NH:12][c:13]2[c:14]([CH3:25])[n:15][o:16][c:17]2-[c:18]2[cH:19][cH:20][c:21](-[c:36]3[cH:35][cH:34][c:33]([CH:31]([C:30]([O:29][CH2:27][CH3:28])=[O:48])[CH3:32])[cH:38][cH:37]3)[cH:22][cH:23]2)=[O:26])[cH:4][cH:5][cH:6][cH:7]1. Starting materials: [BH4-].[Li+] (Lithium borohydride), C(C)OC(COC=1C=C2CC3CCC(CC2=CC1)C3NC(=O)OC(C)(C)C)=O ((13-tert-Butoxycarbonylamino-tricyclo[8.2.1.0 3,8]trideca-3,5,7-trien-5-yloxy)-acetic acid ethyl ester). The solvent is C1CCOC1 (THF). Reaction conditions: time 18 hour. The product is C(C)(C)(C)OC(NC1C2CC3=CC(=CC=C3CC1CC2)OCCO)=O ([5-(2-hydroxy-ethoxy)tricyclo [8.2.1.03,8]trideca-3,5,7-trien-13-yl]-carbamic acid tert-butyl ester). Yield: 38.1%. Reaction SMILES: [BH4-].[Li+].C([O:5][C:6](=O)[CH2:7][O:8][C:9]1[CH:10]=[C:11]2[C:18](=[CH:19][CH:20]=1)[CH2:17][CH:16]1[CH:21]([NH:22][C:23]([O:25][C:26]([CH3:29])([CH3:28])[CH3:27])=[O:24])[CH:13]([CH2:14][CH2:15]1)[CH2:12]2)C>C1COCC1>[C:26]([O:25][C:23](=[O:24])[NH:22][CH:21]1[CH:16]2[CH2:15][CH2:14][CH:13]1[CH2:12][C:11]1[C:18]([CH2:17]2)=[CH:19][CH:20]=[C:9]([O:8][CH2:7][CH2:6][OH:5])[CH:10]=1)([CH3:29])([CH3:27])[CH3:28] |f:0.1|. Procedure: Lithium borohydride (56 mg) was added in a single portion to a stirred solution of the product from Step 2 (1.0 g) in dry THF. (20 mL). The resulting solution was stirred at room temperature for 18 hrs, quenched with NH4Cl (aq. satd 50 mL) and extracted into DCM. The organic extract was dried over MgSO4, filtered and the solvent removed under reduced pressure and the product purified by flash chromatography over silica (200–400 mesh, 10–60% EtOAc/isohexane) to give [5-(2-hydroxy-ethoxy)tricyclo ...